Dataset: the Open Reaction Database (ORD), a public repository of structured organic reaction records. Task: describe an organic reaction: reactants, conditions, products, and yield Reactants: CCOCC (ether), BrCC=1C=C(C(=O)C2=CC=C(C=C2)Cl)C=CC1 (3-bromomethyl-4'-chlorobenzophenone), [C-]#N.[K+] (potassium cyanide). The solvent is O1CCOCC1 (dioxane), O (water). Reaction conditions: time 6 hour. Product: ClC1=CC=C(C(=O)C=2C=C(C=CC2)CC#N)C=C1 (3-p-chlorobenzoyl phenyl acetonitrile). Yield: 68.4%. Reaction SMILES: Br[CH2:2][C:3]1[CH:4]=[C:5]([CH:15]=[CH:16][CH:17]=1)[C:6]([C:8]1[CH:13]=[CH:12][C:11]([Cl:14])=[CH:10][CH:9]=1)=[O:7].[C-:18]#[N:19].[K+].CCOCC>O1CCOCC1.O>[Cl:14][C:11]1[CH:12]=[CH:13][C:8]([C:6]([C:5]2[CH:4]=[C:3]([CH2:2][C:18]#[N:19])[CH:17]=[CH:16][CH:15]=2)=[O:7])=[CH:9][CH:10]=1 |f:1.2|. Procedure details: A solution of 17 g of 3-bromomethyl-4'-chlorobenzophenone in 75 cc of dioxane at 70° C. was added to the solution of 26.5 g of potassium cyanide in 75 cc of water and the mixture was refluxed with stirring for 6 hours. After cooling, 500 cc of ether were added to the mixture and the aqueous phase was decanted off. The organic phase was washed with water until the wash waters were neutral, dried over magnesium sulfate, treated with activated carbon, filtered and evaporated to dryness under reduce... The reactants are CCOC(C)=O, Nc1cnc(Nc2cccc(Cl)c2)nc1C(F)(F)F, ClCCl, O=C(Cl)CC1CCOCC1, c1ccncc1. The product is O=C(CC1CCOCC1)Nc1cnc(Nc2cccc(Cl)c2)nc1C(F)(F)F. Reaction SMILES: [CH3:36][CH2:37][O:38][C:39](=[O:40])[CH3:41].[Cl:1][c:2]1[cH:3][c:4]([NH:8][c:9]2[n:10][cH:11][c:12]([NH2:19])[c:13]([C:15]([F:16])([F:17])[F:18])[n:14]2)[cH:5][cH:6][cH:7]1.[Cl:42][CH2:43][Cl:44].[O:26]1[CH2:27][CH2:28][CH:29]([CH2:32][C:33](=[O:34])[Cl:35])[CH2:30][CH2:31]1.[cH:20]1[cH:21][cH:22][n:23][cH:24][cH:25]1>>[Cl:1][c:2]1[cH:3][c:4]([NH:8][c:9]2[n:10][cH:11][c:12]([NH:19][C:33]([CH2:32][CH:29]3[CH2:28][CH2:27][O:26][CH2:31][CH2:30]3)=[O:34])[c:13]([C:15]([F:16])([F:17])[F:18])[n:14]2)[cH:5][cH:6][cH:7]1. Starting materials: C(C(=O)Cl)(=O)Cl (Oxalyl chloride), BrC1=C(C=C(C(=O)O)C=C1)F (4-bromo-3-fluorobenzoic acid), Cl.CNOC (N,O-dimethylhydroxylamine hydrochloride), C([O-])([O-])=O.[K+].[K+] (potassium carbonate). The solvent is CN(C=O)C (N,N-dimethylformamide), ClCCl (dichloromethane), ClCCl (dichloromethane), O (water). Run at time 2 hour. Yields the product BrC1=C(C=C(C(=O)N(C)OC)C=C1)F (4-Bromo-3-fluoro-N-methoxy-N-methylbenzamide). Reaction SMILES: C(Cl)(=O)C(Cl)=O.[Br:7][C:8]1[CH:16]=[CH:15][C:11]([C:12](O)=[O:13])=[CH:10][C:9]=1[F:17].Cl.[CH3:19][NH:20][O:21][CH3:22].C(=O)([O-])[O-].[K+].[K+]>ClCCl.O.CN(C)C=O>[Br:7][C:8]1[CH:16]=[CH:15][C:11]([C:12]([N:20]([O:21][CH3:22])[CH3:19])=[O:13])=[CH:10][C:9]=1[F:17] |f:2.3,4.5.6|. Procedure details: Oxalyl chloride (38.1 mL, 450 mmol) was slowly added to a mixture of 4-bromo-3-fluorobenzoic acid (49.3 g, 225 mmol) (Alfa Aesar, Cat. # B25475) in dichloromethane (300 mL). Subsequently, N,N-dimethylformamide (1.0 mL) was added and the reaction mixture was stirred at ambient temperature for 2 h. The reaction mixture was concentrated under reduced pressure and co-evaporated with toluene 3 times. The residue was then dissolved in dichloromethane (100 mL). The solution was added drop-wise to a mix... Reactants: OC1=C(C=C(C=C1)C)N1N=C2C(=N1)C=CC(=C2)OC(C)(C)CC(C)(C)C (2-(2′-hydroxy-5′-methyphenyl)-5-tert-octyloxybenzotriazole), BrBr (bromine), N(=NC(C#N)(C)C)C(C#N)(C)C (azobis isobutyronitrile), OC1=C(C=C(C=C1)C)N1N=C2C(=N1)C=CC(=C2)OC(C)(C)CC(C)(C)C (2-(2′-hydroxy-5′-methyphenyl)-5-tert-octyloxy benzotriazole), N(=NC(C#N)(C)C)C(C#N)(C)C (AIBN), OC1=C(C=C(C=C1)C)N1N=C2C(=N1)C=CC(=C2)OC(C)(C)CC(C)(C)C (2-(2′-hydroxy-5′-methyphenyl)-5-tert-octyloxybenzotriazole). Solvent: C(Cl)(Cl)(Cl)Cl (carbon tetrachloride), C(Cl)(Cl)(Cl)Cl (carbon tetrachloride). The product is OC1=C(C=C(C=C1)CBr)N1N=C2C(=N1)C=CC(=C2)OC(C)(C)CC(C)(C)C (2-(2′-hydroxy-5′-bromomethyphenyl)-5-tert-octyloxybenzotriazole). Reaction SMILES: [OH:1][C:2]1[CH:7]=[CH:6][C:5]([CH3:8])=[CH:4][C:3]=1[N:9]1[N:13]=[C:12]2[CH:14]=[CH:15][C:16]([O:18][C:19]([CH2:22][C:23]([CH3:26])([CH3:25])[CH3:24])([CH3:21])[CH3:20])=[CH:17][C:11]2=[N:10]1.N(C(C)(C)C#N)=NC(C)(C)C#N.[Br:39]Br>C(Cl)(Cl)(Cl)Cl>[OH:1][C:2]1[CH:7]=[CH:6][C:5]([CH2:8][Br:39])=[CH:4][C:3]=1[N:9]1[N:13]=[C:12]2[CH:14]=[CH:15][C:16]([O:18][C:19]([CH2:22][C:23]([CH3:26])([CH3:25])[CH3:24])([CH3:21])[CH3:20])=[CH:17][C:11]2=[N:10]1. Procedure details: 2-(2′-hydroxy-5′-bromomethyphenyl)-5-tert-octyloxybenzotriazole was prepared from the bromination of 2-(2′-hydroxy-5′-methyphenyl)-5-tert-octyloxybenzotriazole using azobis isobutyronitrile (AIBN) as an initiator. In a 500 ml three-necked round bottomed flask, 8.236 g (0.0223 mol) 2-(2′-hydroxy-5′-methyphenyl)-5-tert-octyloxy benzotriazole and 100 mg of AIBN were taken and dissolved in 150 ml of dry carbon tetrachloride. In a separate conical flask 4.18 g (1.5 ml, 0.03 mol) of bromine was dissol...